This data is from the Open Reaction Database (ORD), a public repository of structured organic reaction records. The task is: describe an organic reaction: reactants, conditions, products, and yield The reactants are CC(C)O, COCCOc1cc2nccc(Cl)c2cc1C#N, Cl, Cc1cc(F)c(N)cc1O. Product: Cl, COCCOc1cc2nccc(Nc3cc(O)c(C)cc3F)c2cc1C#N. RXN SMILES: [CH:30]([OH:31])([CH3:32])[CH3:33].[Cl:2][c:3]1[cH:4][cH:5][n:6][c:7]2[cH:8][c:9]([O:15][CH2:16][CH2:17][O:18][CH3:19])[c:10]([C:13]#[N:14])[cH:11][c:12]12.[ClH:1].[F:20][c:21]1[c:22]([NH2:23])[cH:24][c:25]([OH:29])[c:26]([CH3:28])[cH:27]1>>[ClH:2].[c:3]1([NH:23][c:22]2[c:21]([F:20])[cH:27][c:26]([CH3:28])[c:25]([OH:29])[cH:24]2)[cH:4][cH:5][n:6][c:7]2[cH:8][c:9]([O:15][CH2:16][CH2:17][O:18][CH3:19])[c:10]([C:13]#[N:14])[cH:11][c:12]12. Reactants: C1(=CC=CC=C1)C(N1CCN(CC1)CCCN1C(NC(C2=CC=CC=C12)=S)=O)C1=CC=CC=C1 (1-[3-{4-(diphenylmethyl)piperazin-1-yl}propyl]-4-thioxo-3,4-dihydro-2(1H)-quinazolinone), N (ammonia). Solvent: C(Cl)(Cl)Cl (chloroform), CO (methanol), CO (methanol). Yields the product C1(=CC=CC=C1)C(N1CCN(CC1)CCCN1C(N=C(C2=CC=CC=C12)N)=O)C1=CC=CC=C1 (1-[3-{4-(diphenylmethyl)piperazin-1-yl}propyl]4-amino-2(1H)-quinazolinone). Reaction SMILES: [C:1]1([CH:7]([C:29]2[CH:34]=[CH:33][CH:32]=[CH:31][CH:30]=2)[N:8]2[CH2:13][CH2:12][N:11]([CH2:14][CH2:15][CH2:16][N:17]3[C:26]4[C:21](=[CH:22][CH:23]=[CH:24][CH:25]=4)[C:20](=S)[NH:19][C:18]3=[O:28])[CH2:10][CH2:9]2)[CH:6]=[CH:5][CH:4]=[CH:3][CH:2]=1.[NH3:35]>C(Cl)(Cl)Cl.CO>[C:1]1([CH:7]([C:29]2[CH:34]=[CH:33][CH:32]=[CH:31][CH:30]=2)[N:8]2[CH2:13][CH2:12][N:11]([CH2:14][CH2:15][CH2:16][N:17]3[C:26]4[C:21](=[CH:22][CH:23]=[CH:24][CH:25]=4)[C:20]([NH2:35])=[N:19][C:18]3=[O:28])[CH2:10][CH2:9]2)[CH:6]=[CH:5][CH:4]=[CH:3][CH:2]=1. Procedure: A solution of 1-[3-{4-(diphenylmethyl)piperazin-1-yl}propyl]-4-thioxo-3,4-dihydro-2(1H)-quinazolinone (1.2 g) in chloroform (25 ml) and 20% ammonia in methanol (30 ml) was heated in an autoclave for 15 hours at 100° C. The reaction mixture was concentrated in vacuo and the residue was purified by subjecting to a column chromatography on silica gel using 5% methanol in chloroform for elution to give an oily residue. This oily residue was dissolved in methanol and this solution was acidified with ... The reactants are ClCCl, COc1cccc2c1nc(C(F)F)n2-c1nc(N2CCOCC2)nc(N2CCN(C(=O)OC(C)(C)C)CC2)n1, O=C(O)C(F)(F)F, N. Product: COc1cccc2c1nc(C(F)F)n2-c1nc(N2CCNCC2)nc(N2CCOCC2)n1. RXN SMILES: [Cl:48][CH2:49][Cl:50].[F:1][CH:2]([c:3]1[n:4][c:5]2[c:6]([n:7]1-[c:8]1[n:9][c:10]([N:20]3[CH2:21][CH2:22][N:23]([C:26]([O:27][C:28]([CH3:29])([CH3:30])[CH3:31])=[O:32])[CH2:24][CH2:25]3)[n:11][c:12]([N:14]3[CH2:15][CH2:16][O:17][CH2:18][CH2:19]3)[n:13]1)[cH:33][cH:34][cH:35][c:36]2[O:37][CH3:38])[F:39].[F:40][C:41]([F:42])([F:43])[C:44]([OH:45])=[O:46].[NH3:47]>>[F:1][CH:2]([c:3]1[n:4][c:5]2[c:6]([n:7]1-[c:8]1[n:9][c:10]([N:20]3[CH2:21][CH2:22][NH:23][CH2:24][CH2:25]3)[n:11][c:12]([N:14]3[CH2:15][CH2:16][O:17][CH2:18][CH2:19]3)[n:13]1)[cH:33][cH:34][cH:35][c:36]2[O:37][CH3:38])[F:39]. Starting materials: OCCCCCCNCC(O)C1=CC=CC=C1 (2-(6-hydroxy-1-hexylamino)-1-phenylethanol), C(C1=CC=CC=C1)(=O)O (benzoic acid), C(C)(=O)OCC.CO (ethyl acetate methanol). Product: OC(CNCCCCCCOC(C1=CC=CC=C1)=O)C1=CC=CC=C1.C(C(=O)[O-])(=O)[O-] ([6-(2-Hydroxy-2-phenylethylamino)-1-hexyl]benzoate oxalate). As a reaction SMILES: [OH:1][CH2:2][CH2:3][CH2:4][CH2:5][CH2:6][CH2:7][NH:8][CH2:9][CH:10]([C:12]1[CH:17]=[CH:16][CH:15]=[CH:14][CH:13]=1)[OH:11].[C:18](O)(=[O:25])[C:19]1[CH:24]=[CH:23][CH:22]=[CH:21][CH:20]=1.[C:27]([O:30]CC)(=[O:29])C.[CH3:33][OH:34]>>[OH:11][CH:10]([C:12]1[CH:17]=[CH:16][CH:15]=[CH:14][CH:13]=1)[CH2:9][NH:8][CH2:7][CH2:6][CH2:5][CH2:4][CH2:3][CH2:2][O:1][C:18](=[O:25])[C:19]1[CH:24]=[CH:23][CH:22]=[CH:21][CH:20]=1.[C:27]([O-:30])(=[O:29])[C:33]([O-:1])=[O:34] |f:2.3,4.5|. Procedure: According to method II from 2-(6-hydroxy-1-hexylamino)-1-phenylethanol and benzoic acid. Working up by means of chromatography (ethyl acetate/methanol 1:1). Recrystallized as the oxalate from acetone. Melting point: 121°-125° C. The reactants are C1CCOC1, CCOC(C)=O, OC1CCc2cc(F)ccc21, CC(C)OC(=O)N=NC(=O)OC(C)C, COC(=O)c1c[nH]cn1. Product: COC(=O)c1cncn1C1CCc2cc(F)ccc21. RXN SMILES: [CH2:35]1[O:36][CH2:37][CH2:38][CH2:39]1.[CH3:40][CH2:41][O:42][C:43](=[O:44])[CH3:45].[F:1][c:2]1[cH:3][c:4]2[c:8]([cH:9][cH:10]1)[CH:7]([OH:11])[CH2:6][CH2:5]2.[O:21]=[C:22]([O:23][CH:24]([CH3:25])[CH3:26])[N:27]=[N:28][C:29]([O:30][CH:31]([CH3:32])[CH3:33])=[O:34].[nH:12]1[cH:13][n:14][c:15]([C:17](=[O:18])[O:19][CH3:20])[cH:16]1>>[F:1][c:2]1[cH:3][c:4]2[c:8]([cH:9][cH:10]1)[CH:7]([n:14]1[cH:13][n:12][cH:16][c:15]1[C:17](=[O:18])[O:19][CH3:20])[CH2:6][CH2:5]2.